Dataset: the Open Reaction Database (ORD), a public repository of structured organic reaction records. Task: describe an organic reaction: reactants, conditions, products, and yield The reactants are COCc1cc(Nc2cc(Br)cn(C)c2=O)nn1C, Cn1nc(Cl)cc(Br)c1=O, O=C([O-])[O-], C1COCCO1, [Cs+], [Cs+]. Yields the product COCc1cc(Nc2cc(Cl)nn(C)c2=O)nn1C. Reaction SMILES: [Br:1][c:2]1[cH:3][c:4]([NH:10][c:11]2[n:12][n:13]([CH3:19])[c:14]([CH2:16][O:17][CH3:18])[cH:15]2)[c:5](=[O:6])[n:7]([CH3:8])[cH:9]1.[Br:20][c:21]1[c:22](=[O:29])[n:23]([CH3:28])[n:24][c:25]([Cl:27])[cH:26]1.[C:30](=[O:31])([O-:32])[O-:33].[CH2:36]1[O:37][CH2:38][CH2:39][O:40][CH2:41]1.[Cs+:34].[Cs+:35]>>[NH:10]([c:11]1[n:12][n:13]([CH3:19])[c:14]([CH2:16][O:17][CH3:18])[cH:15]1)[c:21]1[c:22](=[O:29])[n:23]([CH3:28])[n:24][c:25]([Cl:27])[cH:26]1. The reactants are [BH3-]C#N, CO, [Cl-], [Cl-], [Cl-], NC1CCc2ccc(OCCNS(=O)(=O)CC3CC3)cc2C1Cc1ccccc1, [NH4+], [Na+], O=C1COC1, [Zn+2]. The product is O=S(=O)(CC1CC1)NCCOc1ccc2c(c1)C(Cc1ccccc1)C(NC1COC1)CC2. Reaction SMILES: [C:35]([BH3-:36])#[N:37].[CH3:41][OH:42].[Cl-:39].[Cl-:43].[Cl-:45].[NH2:1][CH:2]1[CH2:3][CH2:4][c:5]2[cH:6][cH:7][c:8]([O:19][CH2:20][CH2:21][NH:22][S:23](=[O:24])(=[O:25])[CH2:26][CH:27]3[CH2:28][CH2:29]3)[cH:9][c:10]2[CH:11]1[CH2:12][c:13]1[cH:14][cH:15][cH:16][cH:17][cH:18]1.[NH4+:40].[Na+:38].[O:30]1[CH2:31][C:32](=[O:34])[CH2:33]1.[Zn+2:44]>>[NH:1]([CH:2]1[CH2:3][CH2:4][c:5]2[cH:6][cH:7][c:8]([O:19][CH2:20][CH2:21][NH:22][S:23](=[O:24])(=[O:25])[CH2:26][CH:27]3[CH2:28][CH2:29]3)[cH:9][c:10]2[CH:11]1[CH2:12][c:13]1[cH:14][cH:15][cH:16][cH:17][cH:18]1)[CH:32]1[CH2:31][O:30][CH2:33]1. Reactants: CCCCC(=O)Cl, ClCCl, Fc1cc2nc(COc3ccccc3)n(Cc3ccc(OC(F)(F)F)cc3)c2cc1N1CCNCC1. The product is CCCCC(=O)N1CCN(c2cc3c(cc2F)nc(COc2ccccc2)n3Cc2ccc(OC(F)(F)F)cc2)CC1. RXN SMILES: [C:37]([CH2:38][CH2:39][CH2:40][CH3:41])(=[O:42])[Cl:43].[Cl:44][CH2:45][Cl:46].[F:1][c:2]1[cH:3][c:4]2[c:5]([n:6]([CH2:17][c:18]3[cH:19][cH:20][c:21]([O:24][C:25]([F:26])([F:27])[F:28])[cH:22][cH:23]3)[c:7]([CH2:9][O:10][c:11]3[cH:12][cH:13][cH:14][cH:15][cH:16]3)[n:8]2)[cH:29][c:30]1[N:31]1[CH2:32][CH2:33][NH:34][CH2:35][CH2:36]1>>[F:1][c:2]1[cH:3][c:4]2[c:5]([n:6]([CH2:17][c:18]3[cH:19][cH:20][c:21]([O:24][C:25]([F:26])([F:27])[F:28])[cH:22][cH:23]3)[c:7]([CH2:9][O:10][c:11]3[cH:12][cH:13][cH:14][cH:15][cH:16]3)[n:8]2)[cH:29][c:30]1[N:31]1[CH2:32][CH2:33][N:34]([C:37]([CH2:38][CH2:39][CH2:40][CH3:41])=[O:42])[CH2:35][CH2:36]1. Reactants: ClC(C#N)CC1=CC=C(C=C1)CCCC (α-chloro-β-p-butylphenylpropionitrile), C(=O)O (formic acid), Cl (HCl). The solvent is O (water). Product: ClC(C(=O)O)CC1=CC=C(C=C1)CCCC (α-Chloro-β-p-n-butylphenylpropionic Acid). Yield: 77.0%. Reaction SMILES: [Cl:1][CH:2]([CH2:5][C:6]1[CH:11]=[CH:10][C:9]([CH2:12][CH2:13][CH2:14][CH3:15])=[CH:8][CH:7]=1)C#N.[CH:16]([OH:18])=[O:17].Cl>O>[Cl:1][CH:2]([CH2:5][C:6]1[CH:11]=[CH:10][C:9]([CH2:12][CH2:13][CH2:14][CH3:15])=[CH:8][CH:7]=1)[C:16]([OH:18])=[O:17]. Reported procedure: The α-chloro-β-p-butylphenylpropionitrile 2 (166 g, 0.750 moles) was stirred over 240 mL formic acid and 160 mL concentrated HCl at reflux for 16 h. The reaction mixture was cooled, diluted with 300 mL water and washed with ethyl acetate. The ethyl acetate solution was washed with water, saturated aqueous NaCl, dried over Na2SO4, filtered and concentrated under reduced pressure. The bulk oil solidified on standing. The solid was recrystallized twice from hexane, yielding 139.0 g (0.58 moles, 77%... Starting materials: C1(CCCCC1)C[C@@H](C(=O)O)CC(=O)N1CCOCC1 ((R)-2-Cyclohexylmethyl-4-morpholin-4-yl-4-oxo-butyric acid), FC(C(=O)O)(F)F.NC([C@H](O)C1=NOC(=N1)CC)CC ((S)-2-Amino-1-(5-ethyl-1,2,4-oxadiazol-3-yl)-butan-1-ol; compound with trifluoro-acetic acid). Yields the product C1(CCCCC1)C[C@@H](C(=O)N[C@@H](CC)C(=O)C1=NOC(=N1)CC)CC(=O)N1CCOCC1 ((R)-2-Cyclohexylmethyl-N-[(S)-1-(5-ethyl-1,2,4-oxadiazole-3-carbonyl)-propyl]-4-morpholin-4-yl-4-oxo-butyramide). Reaction SMILES: [CH:1]1([CH2:7][C@H:8]([CH2:12][C:13]([N:15]2[CH2:20][CH2:19][O:18][CH2:17][CH2:16]2)=[O:14])[C:9]([OH:11])=O)[CH2:6][CH2:5][CH2:4][CH2:3][CH2:2]1.FC(F)(F)C(O)=O.[NH2:28][CH:29]([CH2:39][CH3:40])[C@@H:30]([C:32]1[N:36]=[C:35]([CH2:37][CH3:38])[O:34][N:33]=1)[OH:31]>>[CH:1]1([CH2:7][C@H:8]([CH2:12][C:13]([N:15]2[CH2:20][CH2:19][O:18][CH2:17][CH2:16]2)=[O:14])[C:9]([NH:28][C@H:29]([C:30]([C:32]2[N:36]=[C:35]([CH2:37][CH3:38])[O:34][N:33]=2)=[O:31])[CH2:39][CH3:40])=[O:11])[CH2:2][CH2:3][CH2:4][CH2:5][CH2:6]1 |f:1.2|. Procedure: It is similarly prepared according to general procedure given for example 8 above but using (R)-2-Cyclohexylmethyl-4-morpholin-4-yl-4-oxo-butyric acid and (S)-2-Amino-1-(5-ethyl-1,2,4-oxadiazol-3-yl)-butan-1-ol; compound with trifluoro-acetic acid. The reactants are N1C=CC=2C(=CC=CC12)C=O (indole-4-carbaldehyde), FC1=CC=C(CBr)C=C1 (4-fluorobenzyl bromide), C([O-])([O-])=O.[K+].[K+] (potassium carbonate), N1CCCCC1 (piperidine), S1C(NC(C1)=O)=O (2,4-thiazolidinedione). Run in C(C)OCC (diethyl ether), C(C)O (ethanol), C(C)#N (acetonitrile). Conditions: temperature 52 celsius, time 16 hour. Product: FC1=CC=C(CN2C=CC3=C(C=CC=C23)C=C2C(NC(S2)=O)=O)C=C1 (5-[1-(4-fluorobenzyl)indol-4-yl]methylene-2,4-thiazolidinedione). Yield: 81.4%. Reaction SMILES: [NH:1]1[C:9]2[CH:8]=[CH:7][CH:6]=[C:5]([CH:10]=O)[C:4]=2[CH:3]=[CH:2]1.[F:12][C:13]1[CH:20]=[CH:19][C:16]([CH2:17]Br)=[CH:15][CH:14]=1.C(=O)([O-])[O-].[K+].[K+].N1CCCCC1.[S:33]1[CH2:37][C:36](=[O:38])[NH:35][C:34]1=[O:39]>C(#N)C.C(O)C.C(OCC)C>[F:12][C:13]1[CH:20]=[CH:19][C:16]([CH2:17][N:1]2[C:9]3[C:4](=[C:5]([CH:10]=[C:37]4[S:33][C:34](=[O:39])[NH:35][C:36]4=[O:38])[CH:6]=[CH:7][CH:8]=3)[CH:3]=[CH:2]2)=[CH:15][CH:14]=1 |f:2.3.4|. Procedure details: There were dissolved, in 20 ml of acetonitrile, 2.00 g of indole-4-carbaldehyde and 5.20 g of 4-fluorobenzyl bromide, followed by addition of 9.52 g of potassium carbonate and stirring for 16 hours while heating the reaction mixture to 52° C. The reaction solution was cooled down to room temperature, followed by removal of potassium carbonate through filtration and removal of the solvent through evaporation under reduced pressure. The resulting crude product was purified by silica gel chromatogr... As a reaction SMILES: [Cl:1][C:2]1[CH:26]=[CH:25][C:24]([Cl:27])=[CH:23][C:3]=1[O:4][C:5]1[CH:10]=[CH:9][N:8]=[CH:7][C:6]=1[C:11](N1C2C(=CC=CC=2)CCC1)=[O:12].[NH2:28][C:29]1[C:30]([O:35][CH3:36])=[N:31][CH:32]=[CH:33][CH:34]=1>>[Cl:1][C:2]1[CH:26]=[CH:25][C:24]([Cl:27])=[CH:23][C:3]=1[O:4][C:5]1[C:6]([C:11]([NH:28][C:29]2[C:30]([O:35][CH3:36])=[N:31][CH:32]=[CH:33][CH:34]=2)=[O:12])=[CH:7][N:8]=[CH:9][CH:10]=1. The reactants are ClC1=C(OC2=C(C=NC=C2)C(=O)N2CCCC3=CC=CC=C23)C=C(C=C1)Cl ([4-(2,5-Dichloro-phenoxy)-pyridin-3-yl]-(3,4-dihydro-2H-quinolin-1-yl)-methanone), NC=1C(=NC=CC1)OC (3-amino-2-methoxypyridine). Procedure: The title compound was prepared in analogy to Example 1, from 4-(2,5-dichloro-phenoxy)-nicotinic acid (Example 1, intermediate) and 3-amino-2-methoxypyridine (commercially available, CAS RN 20265-38-7). The compound was purified by preparative HPLC (Phenomenex Gemini column) using a gradient of acetonitrile:water (10:90 to 95:5). Light brown solid (28%). MS (ESI): m/z=390.040 [M+H]+. Yields the product ClC1=C(OC2=CC=NC=C2C(=O)NC=2C(=NC=CC2)OC)C=C(C=C1)Cl (4-(2,5-Dichloro-phenoxy)-N-(2-methoxy-pyridin-3-yl)-nicotinamide). The reagents and catalysts are [I-].[Zn+2].[I-] (zinc iodide). Starting materials: FC=1C=CC2=C(C(C=CO2)=O)C1 (6-fluoro-4H-1-benzopyran-4-one), C[Si](C)(C)C#N (trimethylsilylcyanide), CO (methanol). Solvent: CCOCC (ether). The product is FC=1C=CC2=C(C(CC(O2)C#N)=O)C1 (6-Fluoro-3,4-dihydro-4-oxo-2H-1-benzopyran-2-carbonitrile). Yield: 94.8%. Procedure details: To a mixture of 72.2 g (0.44 mol) of 6-fluoro-4H-1-benzopyran-4-one obtained through the process as described in said Item b and 1.39 g (4.4 mmol) of zinc iodide in 610 ml of dry ether, 101 g (1.0 mol) of trimethylsilylcyanide were added under stirring. The mixture was heated at reflux temperature for 24 hours. After cooling the reaction mixture, the solution was poured into 500 ml of methanol, stirred for one hour at room temperature and evaporated in vacuo to dryness. Resulting residue was chr... As a reaction SMILES: [F:1][C:2]1[CH:3]=[CH:4][C:5]2[O:10][CH:9]=[CH:8][C:7](=[O:11])[C:6]=2[CH:12]=1.C[Si]([C:17]#[N:18])(C)C.CO>CCOCC.[I-].[Zn+2].[I-]>[F:1][C:2]1[CH:3]=[CH:4][C:5]2[O:10][CH:9]([C:17]#[N:18])[CH2:8][C:7](=[O:11])[C:6]=2[CH:12]=1 |f:4.5.6|. The reactants are Cl.CN(CCCN=C=NCC)C (1-(3-Dimethylaminopropyl)-3-ethylcarbodiimide hydrochloride), C(C)(C)(C)OC(=O)N1CC(CC1)OC=1C=C(C(=O)O)C=CC1 (3-(1-tert-butoxycarbonylpyrrolidin-3-yloxy)benzoic acid), NC=1C=C(C(=O)NC2=CC(=CC=C2)N2CCOCC2)C=CC1C (3-amino-4-methyl-N-(3-morpholinophenyl)benzamide), ON1N=NC2=C1C=CC=C2 (1-hydroxybenztriazole). Run in CN(C)C=O (DMF). Conditions: temperature 0 celsius, time 40 hour. The product is C(C)(C)(C)OC(=O)N1CC(CC1)OC=1C=C(C(=O)NC=2C=C(C(=O)NC3=CC(=CC=C3)N3CCOCC3)C=CC2C)C=CC1 (3-[3-(1-tert-butoxycarbonylpyrrolidin-3-yloxy)benzamido]-4-methyl-N-(3-morpholinophenyl)benzamide). Isolated yield 51.7%. Reaction SMILES: Cl.CN(C)CCCN=C=NCC.[C:13]([O:17][C:18]([N:20]1[CH2:24][CH2:23][CH:22]([O:25][C:26]2[CH:27]=[C:28]([CH:32]=[CH:33][CH:34]=2)[C:29]([OH:31])=O)[CH2:21]1)=[O:19])([CH3:16])([CH3:15])[CH3:14].[NH2:35][C:36]1[CH:37]=[C:38]([CH:54]=[CH:55][C:56]=1[CH3:57])[C:39]([NH:41][C:42]1[CH:47]=[CH:46][CH:45]=[C:44]([N:48]2[CH2:53][CH2:52][O:51][CH2:50][CH2:49]2)[CH:43]=1)=[O:40].ON1C2C=CC=CC=2N=N1>CN(C=O)C>[C:13]([O:17][C:18]([N:20]1[CH2:24][CH2:23][CH:22]([O:25][C:26]2[CH:27]=[C:28]([CH:32]=[CH:33][CH:34]=2)[C:29]([NH:35][C:36]2[CH:37]=[C:38]([CH:54]=[CH:55][C:56]=2[CH3:57])[C:39]([NH:41][C:42]2[CH:47]=[CH:46][CH:45]=[C:44]([N:48]3[CH2:49][CH2:50][O:51][CH2:52][CH2:53]3)[CH:43]=2)=[O:40])=[O:31])[CH2:21]1)=[O:19])([CH3:14])([CH3:15])[CH3:16] |f:0.1|. Procedure details: 1-(3-Dimethylaminopropyl)-3-ethylcarbodiimide hydrochloride (0.23 g) was added to a stirred mixture of 3-(1-tert-butoxycarbonylpyrrolidin-3-yloxy)benzoic acid (0.307 g), 3-amino-4-methyl-N-(3-morpholinophenyl)benzamide (0.312 g), 1-hydroxybenztriazole (0.202 g) and DMF (5 ml) which had been cooled to 0° C. The resultant reaction mixture was stirred at ambient temperature for 40 hours. The mixture was partitioned between ethyl acetate and water. The organic phase was washed with water and with a ...